This data is from the Open Reaction Database (ORD), a public repository of structured organic reaction records. The task is: describe an organic reaction: reactants, conditions, products, and yield The reactants are [H-].[Na+] (Sodium hydride), COC1=NNC=C1C(=O)OCC (ethyl 3-methoxy-1H-pyrazole-4-carboxylate), ClC1=NC=CC=N1 (2-chloropyrimidine). Solvent: C1CCOC1 (THF). Reaction conditions: time 7.5 minute. Yields the product COC1=NN(C=C1C(=O)OCC)C1=NC=CC=N1 (Ethyl 3-methoxy-1-pyrimidin-2-yl-1H-pyrazole-4-carboxylate). RXN SMILES: [H-].[Na+].[CH3:3][O:4][C:5]1[C:9]([C:10]([O:12][CH2:13][CH3:14])=[O:11])=[CH:8][NH:7][N:6]=1.Cl[C:16]1[N:21]=[CH:20][CH:19]=[CH:18][N:17]=1>C1COCC1>[CH3:3][O:4][C:5]1[C:9]([C:10]([O:12][CH2:13][CH3:14])=[O:11])=[CH:8][N:7]([C:16]2[N:21]=[CH:20][CH:19]=[CH:18][N:17]=2)[N:6]=1 |f:0.1|. Procedure details: Sodium hydride (60% in mineral oil, 528 mg, 13.2 mmol) is added portion wise to a solution of ethyl 3-methoxy-1H-pyrazole-4-carboxylate (1.5 g, 8.81 mmol) in 40 mL of THF at RT. Evolution of H2 (g) is observed. After about 5-10 min, 2-chloropyrimidine (1.0 g, 8.81 mmol) is added, and the resulting reaction mixture is stirred at reflux for 15 h. After cooling to RT, the reaction is quenched with 10 mL of sat. NH4Cl and 10 mL of water and extracted with CH2Cl2 (2×40 mL). The combined organic extra...